From a dataset of the Open Reaction Database (ORD), a public repository of structured organic reaction records. describe an organic reaction: reactants, conditions, products, and yield RXN SMILES: [CH:1]1([CH2:7][C@H:8]([NH:19][C:20](=[O:49])[C@H:21]([CH2:43][C:44]2[N:48]=[CH:47][NH:46][CH:45]=2)[N:22]([CH3:42])[C:23](=[O:41])[C@H:24]([CH2:34][C:35]2[CH:40]=[CH:39][CH:38]=[CH:37][CH:36]=2)[NH:25][C:26]([N:28]2[CH2:33][CH2:32][CH2:31][CH2:30][CH2:29]2)=[O:27])[C@@H:9]([OH:18])[CH2:10][C@H:11]2[C:15]([CH3:17])([CH3:16])[O:14][CH2:13][O:12]2)[CH2:6][CH2:5][CH2:4][CH2:3][CH2:2]1.[ClH:50].C(OCC)(=O)C>C(O)C.C(OCC)(=O)C>[ClH:50].[CH:1]1([CH2:7][C@H:8]([NH:19][C:20](=[O:49])[C@H:21]([CH2:43][C:44]2[N:48]=[CH:47][NH:46][CH:45]=2)[N:22]([CH3:42])[C:23](=[O:41])[C@H:24]([CH2:34][C:35]2[CH:36]=[CH:37][CH:38]=[CH:39][CH:40]=2)[NH:25][C:26]([N:28]2[CH2:33][CH2:32][CH2:31][CH2:30][CH2:29]2)=[O:27])[C@@H:9]([OH:18])[CH2:10][C@H:11]2[C:15]([CH3:17])([CH3:16])[O:14][CH2:13][O:12]2)[CH2:6][CH2:5][CH2:4][CH2:3][CH2:2]1 |f:1.2,5.6|. The product is Cl.C1(CCCCC1)C[C@@H]([C@H](C[C@@H]1OCOC1(C)C)O)NC([C@@H](N(C([C@@H](NC(=O)N1CCCCC1)CC1=CC=CC=C1)=O)C)CC1=CNC=N1)=O ((4S)-4-[(2S,3S)-4-cyclohexyl-2-hydroxy-3-[[Nα-methyl-N α-(N-piperidinocarbonyl-L-phenylalanyl)-L-histidyl]amino]butyl]-5,5-dimethyl-1,3-dioxolane hydrochloride). Conditions: time 8 hour. Solvent: C(C)O (ethanol), C(C)(=O)OCC (ethyl acetate). The reactants are C1(CCCCC1)C[C@@H]([C@H](C[C@@H]1OCOC1(C)C)O)NC([C@@H](N(C([C@@H](NC(=O)N1CCCCC1)CC1=CC=CC=C1)=O)C)CC1=CNC=N1)=O ((4S)-4-[(2S,3S)-4-cyclohexyl-2-hydroxy-3-[[Nα-methyl-N α-(N-piperidinocarbonyl-L-phenylalanyl)-L-histidyl]amino]butyl]-5,5-dimethyl-1,3-dioxolane), Cl.C(C)(=O)OCC (HCl ethyl acetate). Procedure: The compound (300 mg) obtained in Example 1 was dissolved in a mixed solution of ethanol (0.27 ml) and ethyl acetate (5.13 ml) and a solution (2.09 ml) of 0.2N HCl-ethyl acetate was dropwise added. After stirring overnight at room temperature, crystals were collected by filtration and dried under reduced pressure to give 160 mg of the title compound as white crystals (see Table 16). Reactants: C(C)C=1C=C2C=C(C(OC2=CC1OC)C(F)(F)F)C(=O)O (6-ethyl-7-methoxy-2-(trifluoromethyl)-2H-chromene-3-carboxylic acid), aqueous solution, [OH-].[Na+] (sodium hydroxide). The solvent is C(C)O (ethanol). The product is C(C)C=1C=C2C=C(C(OC2=CC1OC)C(F)(F)F)C(=O)[O-].[Na+] (Sodium 6-Ethyl-7-methoxy-2-(trifluoromethyl)-2H-chromene-3-carboxylate). RXN SMILES: [CH2:1]([C:3]1[CH:4]=[C:5]2[C:10](=[CH:11][C:12]=1[O:13][CH3:14])[O:9][CH:8]([C:15]([F:18])([F:17])[F:16])[C:7]([C:19]([OH:21])=[O:20])=[CH:6]2)[CH3:2].[OH-].[Na+:23]>C(O)C>[CH2:1]([C:3]1[CH:4]=[C:5]2[C:10](=[CH:11][C:12]=1[O:13][CH3:14])[O:9][CH:8]([C:15]([F:16])([F:17])[F:18])[C:7]([C:19]([O-:21])=[O:20])=[CH:6]2)[CH3:2].[Na+:23] |f:1.2,4.5|. Procedure: To the solution of 0.785 g (2.51 mm) of 6-ethyl-7-methoxy-2-(trifluoromethyl)-2H-chromene-3-carboxylic acid in 20 mL of ethanol was added 24.9 mL of 0.1008 N aqueous solution of sodium hydroxide. The resulting solution was stirred at room temperature for half an hour. The volatiles were removed. The residue was dissolved in 20 mL of water. The resulting solution was frozen and lyophilized to give a light yellow solid. LC-MS (ES−) 301 (M−H, 100). HRMS (ES−) m/z calcd for (M−1; C14H12F3O4) 301.079...